From a dataset of the Open Reaction Database (ORD), a public repository of structured organic reaction records. describe an organic reaction: reactants, conditions, products, and yield Product: O=C(NC1CCN(CCc2ccccc2)C1)C1C2CC3CC1CN(C3)C2. The reactants are O=C(Cl)C1C2CC3CC1CN(C3)C2, NC1CCN(CCc2ccccc2)C1. As a reaction SMILES: [N:1]12[CH2:2][CH:3]3[CH:4]([C:11](=[O:12])[Cl:13])[CH:5]([CH2:6][CH:7]([CH2:8]1)[CH2:9]3)[CH2:10]2.[NH2:14][CH:15]1[CH2:16][N:17]([CH2:20][CH2:21][c:22]2[cH:23][cH:24][cH:25][cH:26][cH:27]2)[CH2:18][CH2:19]1>>[N:1]12[CH2:2][CH:3]3[CH:4]([C:11](=[O:12])[NH:14][CH:15]4[CH2:16][N:17]([CH2:20][CH2:21][c:22]5[cH:23][cH:24][cH:25][cH:26][cH:27]5)[CH2:18][CH2:19]4)[CH:5]([CH2:6][CH:7]([CH2:8]1)[CH2:9]3)[CH2:10]2.